This data is from the Open Reaction Database (ORD), a public repository of structured organic reaction records. The task is: describe an organic reaction: reactants, conditions, products, and yield The reactants are IC=1C=C(C(=O)NN)C=CC1C (3-iodo-4-methyl benzoic acid hydrazide), amide, Compound 69, COC(=O)C=1C=C(C(=CC1)C)C1=CC=C(C=C1)NC(C1=C(C=CC=C1F)F)=O (4′-(2,6-difluro-benzoylamino)-6-methyl-biphenyl-3-carboxylic acid methyl ester), COC(=O)C=1C=C(C(=CC1)C)C1=CC=C(C=C1)NC(C1=C(C=CC=C1F)F)=O (4′-(2,6-difluro-benzoylamino)-6-methyl-biphenyl-3-carboxylic acid methyl ester), IC=1C=C(C(=O)NN)C=CC1C (3-Iodo-4-methyl benzoic acid hydrazide). Yields the product IC=1C=C(C=CC1C)C=1OC=NN1 (2-(3-Iodo-4-methyl-phenyl)-[1,3,4]oxadiazole), Compounds 46. Reaction SMILES: [I:1][C:2]1[CH:3]=[C:4]([CH:9]=[CH:10][C:11]=1[CH3:12])[C:5]([NH:7][NH2:8])=[O:6].[CH3:13]OC(C1C=C(C2C=CC(NC(=O)C3C(F)=CC=CC=3F)=CC=2)C(C)=CC=1)=O>>[I:1][C:2]1[CH:3]=[C:4]([C:5]2[O:6][CH:13]=[N:8][N:7]=2)[CH:9]=[CH:10][C:11]=1[CH3:12]. Procedure: 3-Iodo-4-methyl benzoic acid methyl ester was treated with hydrazine to form 3-Iodo-4-methyl benzoic acid hydrazide. 2-(3-Iodo-4-methyl-phenyl)-[1,3,4]oxadiazole was prepared from 3-iodo-4-methyl benzoic acid hydrazide according to a method analogous to that described in J. of Medicinal Chemistry (2001), 44(8): 1268-85, the entire teachings of which are incorporated herein by reference. Compounds 46, 68, 69, 70, and 71 were prepared via an amide coupling reaction analogous to that described in s... Starting materials: C1(CCCCC1)C(C(=O)OC)C (methyl 2-cyclohexylpropionate), [OH-].[Na+] (sodium hydroxide), S(O)(O)(=O)=O (sulfuric acid). Conditions: temperature 80 celsius, time 8 hour. Product: C1(CCCCC1)C(C(=O)O)C (2-cyclohexylpropionic acid). Isolated yield 92.2%. RXN SMILES: [CH:1]1([CH:7]([CH3:12])[C:8]([O:10]C)=[O:9])[CH2:6][CH2:5][CH2:4][CH2:3][CH2:2]1.[OH-].[Na+].S(=O)(=O)(O)O>>[CH:1]1([CH:7]([CH3:12])[C:8]([OH:10])=[O:9])[CH2:6][CH2:5][CH2:4][CH2:3][CH2:2]1 |f:1.2|. Procedure details: Into a 500 ml round bottom flask 50 g of methyl 2-cyclohexylpropionate and 70 g of 25% sodium hydroxide were charged. The mixture was stirred at 80° C. for 8 hours. To the reaction mixture 120 g of 20% sulfuric acid was gradually added under ice-cooling to separate a carboxylic acid. The carboxylic acid was extracted with hexane. The mixture obtained was distilled to obtain 42.3 g of 2-cyclohexylpropionic acid having a civet- and animal-like odor (yield: 92%, purity: 99.9%). Starting materials: Cl.C1(CC1)COC1=C(C=C(C=C1)OC)C1=C2C(=NC=C1)C(=C(N2)C)C(=O)N[C@@H]2CNC[C@H]2O (7-[2-(cyclopropylmethoxy)-5-methoxyphenyl]-N-[(3R*,4R*)-4-hydroxypyrrolidin-3-yl]-2-methyl-1H-pyrrolo[3,2-b]pyridine-3-carboxamide hydrochloride), COCC(=O)Cl (methoxy-acetyl chloride). Yields the product C1(CC1)COC1=C(C=C(C=C1)OC)C1=C2C(=NC=C1)C(=C(N2)C)C(=O)N[C@@H]2CN(C[C@H]2O)C(COC)=O (7-[2-(Cyclopropylmethoxy)-5-methoxyphenyl]-N-[(3R*,4R*)-4-hydroxy-1-(methoxyacetyl)pyrrolidin-3-yl]-2-methyl-1H-pyrrolo[3,2-b]pyridine-3-carboxamide). As a reaction SMILES: Cl.[CH:2]1([CH2:5][O:6][C:7]2[CH:12]=[CH:11][C:10]([O:13][CH3:14])=[CH:9][C:8]=2[C:15]2[CH:20]=[CH:19][N:18]=[C:17]3[C:21]([C:25]([NH:27][C@H:28]4[C@H:32]([OH:33])[CH2:31][NH:30][CH2:29]4)=[O:26])=[C:22]([CH3:24])[NH:23][C:16]=23)[CH2:4][CH2:3]1.[CH3:34][O:35][CH2:36][C:37](Cl)=[O:38]>>[CH:2]1([CH2:5][O:6][C:7]2[CH:12]=[CH:11][C:10]([O:13][CH3:14])=[CH:9][C:8]=2[C:15]2[CH:20]=[CH:19][N:18]=[C:17]3[C:21]([C:25]([NH:27][C@H:28]4[C@H:32]([OH:33])[CH2:31][N:30]([C:37](=[O:38])[CH2:36][O:35][CH3:34])[CH2:29]4)=[O:26])=[C:22]([CH3:24])[NH:23][C:16]=23)[CH2:4][CH2:3]1 |f:0.1|. Procedure details: Starting from 7-[2-(cyclopropylmethoxy)-5-methoxyphenyl]-N-[(3R*,4R*)-4-hydroxypyrrolidin-3-yl]-2-methyl-1H-pyrrolo[3,2-b]pyridine-3-carboxamide hydrochloride (example D.f17) and commercially available methoxy-acetyl chloride the title compound is obtained as colorless solid. Product: N=C(NC(c1ccccc1)c1ccc(Cl)cc1)N1CCCC1, I. RXN SMILES: [C:26]([OH:27])([CH3:28])([CH3:29])[CH3:30].[CH2:21]1[CH2:22][CH2:23][NH:24][CH2:25]1.[Cl:2][c:3]1[cH:4][cH:5][c:6]([CH:7]([c:8]2[cH:9][cH:10][cH:11][cH:12][cH:13]2)[NH:14][C:15](=[NH:16])[S:17][CH3:18])[cH:19][cH:20]1.[IH:1]>>[Cl:2][c:3]1[cH:4][cH:5][c:6]([CH:7]([c:8]2[cH:9][cH:10][cH:11][cH:12][cH:13]2)[NH:14][C:15](=[NH:16])[N:24]2[CH2:23][CH2:22][CH2:21][CH2:25]2)[cH:19][cH:20]1.[IH:1]. The reactants are CC(C)(C)O, C1CCNC1, CSC(=N)NC(c1ccccc1)c1ccc(Cl)cc1, I. Reactants: C1(=CC=CS1)CNC(=S)N (N-thenylthiourea), BrCC(=O)C1=CC=CC=C1 (α-bromoacetophenone). Solvent: C(C)O (ethanol). The product is Br.C1(=CC=CS1)CNC=1SC=C(N1)C1=CC=CC=C1 (2-thenylamino-4-phenyl-thiazole hydrobromide). Isolated yield 78.1%. Reaction SMILES: [C:1]1([CH2:6][NH:7][C:8]([NH2:10])=[S:9])[S:5][CH:4]=[CH:3][CH:2]=1.[Br:11][CH2:12][C:13]([C:15]1[CH:20]=[CH:19][CH:18]=[CH:17][CH:16]=1)=O>C(O)C>[BrH:11].[C:1]1([CH2:6][NH:7][C:8]2[S:9][CH:12]=[C:13]([C:15]3[CH:20]=[CH:19][CH:18]=[CH:17][CH:16]=3)[N:10]=2)[S:5][CH:4]=[CH:3][CH:2]=1 |f:3.4|. Procedure details: N-thenylthiourea (2.0 grams, 0.0116 moles) and α-bromoacetophenone (2.3 grams, 0.0116 moles, Aldrich Chem. Co.) in 15 ml absolute ethanol were heated to reflux temperature for 90 minutes under nitrogen. The reaction mixture was cooled and the ethanol removed under vacuum. On dissolving the residue in hot isopropyl alcohol and diluting with diethyl ether, an oil was formed. The diethyl ether was decanted, the oil dissolved in a small amount of ethanol and cooled. The resulting solids were filtere... The reactants are C(C)O (ethanol), ClC1=C(C(=NC=C1C)CO)C (4-chloro-2-hydroxymethyl-3,5-dimethylpyridine), CN(C)C=O (DMF), S(=O)(Cl)Cl (thionyl chloride). Solvent: C1(=CC=CC=C1)C (toluene). Product: [Cl-].ClC1=C(C(=[NH+]C=C1C)CCl)C (4-chloro-2-chloromethyl-3,5-dimethylpyridinium chloride). RXN SMILES: [Cl:1][C:2]1[C:7]([CH3:8])=[CH:6][N:5]=[C:4]([CH2:9]O)[C:3]=1[CH3:11].CN(C=O)C.S(Cl)([Cl:19])=O.C(O)C>C1(C)C=CC=CC=1>[Cl-:1].[Cl:1][C:2]1[C:7]([CH3:8])=[CH:6][NH+:5]=[C:4]([CH2:9][Cl:19])[C:3]=1[CH3:11] |f:5.6|. Procedure details: To a solution of 4-chloro-2-hydroxymethyl-3,5-dimethylpyridine (60.7 g, 354 mmol) and DMF (0.25 mL, 3.54 mmol) in toluene (200 mL) was added thionyl chloride (26.9 mL, 371 mmol) over 2 h at 15-30° C. After stirring for 2 more h at ambient temperature, ethanol (6 mL) was added to the thick slurry. The solids were filtered off at about 10° C., washed with toluene (80 mL) and dried at 40° C. in vacuo to give 4-chloro-2-chloromethyl-3,5-dimethylpyridinium chloride as an off-white solid (m. p. 195-19... The reactants are CS(C)=O, CC(C)n1ncnc1-c1nc2c(s1)CCOc1ccc(-c3cc[nH]c(=O)c3)cc1-2, CC(C)I. The product is CC(C)Oc1cc(-c2ccc3c(c2)-c2nc(-c4ncnn4C(C)C)sc2CCO3)ccn1. As a reaction SMILES: [CH3:34][S:35]([CH3:36])=[O:37].[CH:1]([CH3:2])([CH3:3])[n:4]1[n:5][cH:6][n:7][c:8]1-[c:9]1[s:10][c:11]2[c:17]([n:18]1)-[c:16]1[c:15]([cH:22][cH:21][c:20](-[c:23]3[cH:24][c:25](=[O:29])[nH:26][cH:27][cH:28]3)[cH:19]1)[O:14][CH2:13][CH2:12]2.[I:30][CH:31]([CH3:32])[CH3:33]>>[CH:1]([CH3:2])([CH3:3])[n:4]1[n:5][cH:6][n:7][c:8]1-[c:9]1[s:10][c:11]2[c:17]([n:18]1)-[c:16]1[c:15]([cH:22][cH:21][c:20](-[c:23]3[cH:24][c:25]([O:29][CH:31]([CH3:32])[CH3:33])[n:26][cH:27][cH:28]3)[cH:19]1)[O:14][CH2:13][CH2:12]2. Reactants: FC1=CC=C(C=C1)C(C(C(=O)OCC)CC1=CC=C(C=C1)OC1=CC=CC=C1)O (ethyl (2RS,3RS)-3-(4-fluorophenyl)-3-hydroxy-2-((4-(phenyloxy)phenyl)methyl)propionate), [OH-].[Na+] (sodium hydroxide), Cl (hydrochloric acid). Run in CO (methanol). Conditions: time 8 hour. The product is FC1=CC=C(C=C1)C(C(C(=O)O)CC1=CC=C(C=C1)OC1=CC=CC=C1)O ((2RS,3RS)-3-(4-fluorophenyl)-3-hydroxy-2-((4-(phenyloxy)phenyl)methyl)propionic acid). Isolated yield 94.8%. As a reaction SMILES: [F:1][C:2]1[CH:7]=[CH:6][C:5]([CH:8]([OH:29])[CH:9]([CH2:15][C:16]2[CH:21]=[CH:20][C:19]([O:22][C:23]3[CH:28]=[CH:27][CH:26]=[CH:25][CH:24]=3)=[CH:18][CH:17]=2)[C:10]([O:12]CC)=[O:11])=[CH:4][CH:3]=1.[OH-].[Na+].Cl>CO>[F:1][C:2]1[CH:3]=[CH:4][C:5]([CH:8]([OH:29])[CH:9]([CH2:15][C:16]2[CH:21]=[CH:20][C:19]([O:22][C:23]3[CH:28]=[CH:27][CH:26]=[CH:25][CH:24]=3)=[CH:18][CH:17]=2)[C:10]([OH:12])=[O:11])=[CH:6][CH:7]=1 |f:1.2|. Procedure: To a solution of ethyl (2RS,3RS)-3-(4-fluorophenyl)-3-hydroxy-2-((4-(phenyloxy)phenyl)methyl)propionate (6.6 g, 16.7 mmol) in methanol (30 ml) was added 2N aqueous sodium hydroxide solution (16.7 ml, 33.4 mmol) and the mixture was stirred overnight at room temperature. The reaction solution was acidified with 1N hydrochloric acid and extracted with ethyl acetate (200 ml×2). The extract was washed with water and saturated brine, dried over anhydrous magnesium sulfate and evaporated under reduced ... Reactants: C1CCOC1, CC(C(=O)[O-])c1c(Cl)nc(Cc2ccc(N(C)C(=O)c3ccc(Cl)cc3)cc2)nc1N(C)C, CCOCC, Cl, [Na+], [OH-]. Yields the product CN(C)c1nc(Cc2ccc(N(C)C(=O)c3ccc(Cl)cc3)cc2)nc(Cl)c1CC(=O)O. As a reaction SMILES: [CH2:42]1[O:43][CH2:44][CH2:45][CH2:46]1.[CH3:1][CH:2]([C:3](=[O:4])[O-:5])[c:6]1[c:7]([Cl:33])[n:8][c:9]([CH2:15][c:16]2[cH:17][cH:18][c:19]([N:22]([CH3:23])[C:24]([c:25]3[cH:26][cH:27][c:28]([Cl:31])[cH:29][cH:30]3)=[O:32])[cH:20][cH:21]2)[n:10][c:11]1[N:12]([CH3:13])[CH3:14].[CH3:36][CH2:37][O:38][CH2:39][CH3:40].[ClH:41].[Na+:35].[OH-:34]>>[CH2:2]([C:3](=[O:4])[OH:5])[c:6]1[c:7]([Cl:33])[n:8][c:9]([CH2:15][c:16]2[cH:17][cH:18][c:19]([N:22]([CH3:23])[C:24]([c:25]3[cH:26][cH:27][c:28]([Cl:31])[cH:29][cH:30]3)=[O:32])[cH:20][cH:21]2)[n:10][c:11]1[N:12]([CH3:13])[CH3:14].